From a dataset of the Open Reaction Database (ORD), a public repository of structured organic reaction records. describe an organic reaction: reactants, conditions, products, and yield Reactants: CN1C(C)(C)CC(=O)CC1(C)C, Cl, I, NO, [Na+], [OH-], O. The product is CN1C(C)(C)CC(=NO)CC1(C)C. RXN SMILES: [CH3:2][N:3]1[C:4]([CH3:12])([CH3:13])[CH2:5][C:6](=[O:11])[CH2:7][C:8]1([CH3:9])[CH3:10].[ClH:14].[IH:1].[NH2:15][OH:16].[Na+:18].[OH-:17].[OH2:19]>>[CH3:2][N:3]1[C:4]([CH3:12])([CH3:13])[CH2:5][C:6](=[N:15][OH:16])[CH2:7][C:8]1([CH3:9])[CH3:10]. The reactants are C(CCCC)=O (Valeraldehyde), N(N)C1=NCCC2=CC=CC=C12 (1-hydrazino-3,4-dihydroisoquinoline), Cl (hydrochloric acid). Solvent: CCOCC (ether). The product is C(CCCC)=NNC1=NCCC2=CC=CC=C12 (1-(2-pentylidenehydrazino)-3,4-dihydroisoquinoline). Reaction SMILES: [CH:1](=O)[CH2:2][CH2:3][CH2:4][CH3:5].[NH:7]([C:9]1[C:18]2[C:13](=[CH:14][CH:15]=[CH:16][CH:17]=2)[CH2:12][CH2:11][N:10]=1)[NH2:8].Cl>CCOCC>[CH:1](=[N:8][NH:7][C:9]1[C:18]2[C:13](=[CH:14][CH:15]=[CH:16][CH:17]=2)[CH2:12][CH2:11][N:10]=1)[CH2:2][CH2:3][CH2:4][CH3:5]. Procedure details: Valeraldehyde (5.14 g.) was added to a refluxing solution of 1-hydrazino-3,4-dihydroisoquinoline (8 g.) in ether (300 ml.). The mixture was allowed to stand (for 45 min.) at room temperature. Ethereal hydrochloric acid was added. Recrystallization of the resulting solid from ethanol-ether gave 1-(2-pentylidenehydrazino)-3,4-dihydroisoquinoline (I: X=CH3 (CH2)3, X'=Y=Y'=Z=Z'=H) hydrochloride in two crops (11.6 g. and 0.2 g., m.p. 147°-148° C.). The reactants are Cl (hydrochloric acid), ClC1=C(C(=CC=C1)C)S(=O)(=O)NC1=C(C(=C(C=C1)F)NC1=NC=CC=C1C1=C2N=CN(C2=NC=N1)C1OCCCC1)F (2-chloro-N-(2,4-difluoro-3-(3-(9-(tetrahydro-2H-pyran-2-yl)-9H-purin-6-yl)pyridin-2-ylamino)phenyl)-6-methylbenzenesulfonamide). Run at time 2 hour. The product is N1=CN=C2NC=NC2=C1C=1C(=NC=CC1)NC=1C(=C(C=CC1F)NS(=O)(=O)C1=C(C=CC=C1C)Cl)F (N-(3-(3-(9H-purin-6-yl)pyridin-2-ylamino)-2,4-difluorophenyl)-2-chloro-6-methylbenzenesulfonamide). RXN SMILES: Cl.[Cl:2][C:3]1[CH:8]=[CH:7][CH:6]=[C:5]([CH3:9])[C:4]=1[S:10]([NH:13][C:14]1[CH:19]=[CH:18][C:17]([F:20])=[C:16]([NH:21][C:22]2[C:27]([C:28]3[N:36]=[CH:35][N:34]=[C:33]4[C:29]=3[N:30]=[CH:31][N:32]4C3CCCCO3)=[CH:26][CH:25]=[CH:24][N:23]=2)[C:15]=1[F:43])(=[O:12])=[O:11]>>[N:36]1[C:28]([C:27]2[C:22]([NH:21][C:16]3[C:15]([F:43])=[C:14]([NH:13][S:10]([C:4]4[C:5]([CH3:9])=[CH:6][CH:7]=[CH:8][C:3]=4[Cl:2])(=[O:12])=[O:11])[CH:19]=[CH:18][C:17]=3[F:20])=[N:23][CH:24]=[CH:25][CH:26]=2)=[C:29]2[C:33]([NH:32][CH:31]=[N:30]2)=[N:34][CH:35]=1. Procedure details: 1M aqueous hydrochloric acid solution was added into the 2-chloro-N-(2,4-difluoro-3-(3-(9-(tetrahydro-2H-pyran-2-yl)-9H-purin-6-yl)pyridin-2-ylamino)phenyl)-6-methylbenzenesulfonamide (20 mg, 0.033 mmol) prepared at Step 10 and stirred for 2 hours. After the reaction, the reactant was washed with an aqueous solution of sodium hydrogen carbonate and salt water. After extraction with ethylacetate, the organic layer was dried with sulfuric anhydride magnesium and vacuum concentrated, and then refin... Starting materials: CC(CCS(=O)(=O)C1=NN=NN1C1=CC=CC=C1)(CCCCC)O[Si](C)(C)C (5-({3-methyl-3-[(trimethylsilyl)oxy]octyl}sulfonyl)-1-phenyl-1H-tetrazole), C[Si]([N-][Si](C)(C)C)(C)C.[K+] (potassium hexamethyldisilazide), C(=O)[C@@H]1N(C(O[C@H]1C)=O)CCSC=1SC=C(N1)C(=O)OCCCC (butyl 2-({2-[(4R,5S)-4-formyl-5-methyl-2-oxo-1,3-oxazolidin-3-yl]ethyl}thio)-1,3-thiazole-4-carboxylate), C([O-])(O)=O.[Na+] (sodium bicarbonate). Run in C(OC)COC (dimethoxyethane), C(OC)COC (dimethoxyethane). Reaction conditions: temperature -78 celsius, time 54 minute. The product is C[C@H]1[C@@H](N(C(O1)=O)CCSC=1SC=C(N1)C(=O)OCCCC)\C=C\CC(CCCCC)(O[Si](C)(C)C)C (butyl 2-{[2-((4S,5S)-5-methyl-4-{(1E)-4-methyl-4-[(trimethylsilyl)oxy]-1-nonenyl}-2-oxo-1,3-oxazolidin-3-yl)ethyl]thio}-1,3-thiazole-4-carboxyl ate). The yield is 48.8%. Reaction SMILES: [CH3:1][C:2]([O:24][Si:25]([CH3:28])([CH3:27])[CH3:26])([CH2:19][CH2:20][CH2:21][CH2:22][CH3:23])[CH2:3][CH2:4]S(C1N(C2C=CC=CC=2)N=NN=1)(=O)=O.C[Si](C)(C)[N-][Si](C)(C)C.[K+].[CH:39]([C@H:41]1[C@H:45]([CH3:46])[O:44][C:43](=[O:47])[N:42]1[CH2:48][CH2:49][S:50][C:51]1[S:52][CH:53]=[C:54]([C:56]([O:58][CH2:59][CH2:60][CH2:61][CH3:62])=[O:57])[N:55]=1)=O.C(=O)(O)[O-].[Na+]>C(COC)OC>[CH3:46][C@@H:45]1[O:44][C:43](=[O:47])[N:42]([CH2:48][CH2:49][S:50][C:51]2[S:52][CH:53]=[C:54]([C:56]([O:58][CH2:59][CH2:60][CH2:61][CH3:62])=[O:57])[N:55]=2)[C@H:41]1/[CH:39]=[CH:4]/[CH2:3][C:2]([CH3:1])([O:24][Si:25]([CH3:27])([CH3:26])[CH3:28])[CH2:19][CH2:20][CH2:21][CH2:22][CH3:23] |f:1.2,4.5|. Procedure details: To a solution of the compound 41 (10.1 g) in dimethoxyethane (79 mL) was slowly added dropwise potassium hexamethyldisilazide (0.5M in toluene, 47.5 mL) at −78° C. and the solution was stirred at −78° C. for 54 minutes. To the reaction solution was slowly added dropwise a solution of the compound 42 (9.84 g) in dimethoxyethane (79 mL) and the solution was stirred at −78° C. for 25 minutes. The solution temperature was risen to 0° C. and the solution was stirred for 50 minutes. To the reaction so... The reactants are CCOC(=O)c1cc(F)cnc1Oc1cccc(SCC)c1, [Li+], C1CCOC1, [OH-], O, O. Yields the product CCSc1cccc(Oc2ncc(F)cc2C(=O)O)c1. Reaction SMILES: [CH2:4]([CH3:5])[S:6][c:7]1[cH:8][c:9]([O:10][c:11]2[c:12]([C:13](=[O:14])[O:15][CH2:16][CH3:17])[cH:18][c:19]([F:22])[cH:20][n:21]2)[cH:23][cH:24][cH:25]1.[Li+:3].[O:26]1[CH2:27][CH2:28][CH2:29][CH2:30]1.[OH-:2].[OH2:1].[OH2:31]>>[CH2:4]([CH3:5])[S:6][c:7]1[cH:8][c:9]([O:10][c:11]2[c:12]([C:13](=[O:14])[OH:15])[cH:18][c:19]([F:22])[cH:20][n:21]2)[cH:23][cH:24][cH:25]1.